This data is from the Open Reaction Database (ORD), a public repository of structured organic reaction records. The task is: describe an organic reaction: reactants, conditions, products, and yield The reactants are NC\C=C/CCCC(=O)O ((Z)-7-aminohept-5-enoic acid), [OH-].[Na+] (sodium hydroxide), ClC1=CC=C(C=C1)S(=O)(=O)Cl (4-chlorobenzenesulphonyl chloride). Run in O (water), C(Cl)(Cl)Cl (chloroform). Run at time 24 hour. The product is ClC1=CC=C(C=C1)S(=O)(=O)NC\C=C/CCCC(=O)O ((Z)-7-(4-Chlorobenzenesulphonamido)hept-5-enoic Acid). Isolated yield 29.5%. As a reaction SMILES: [NH2:1][CH2:2]/[CH:3]=[CH:4]\[CH2:5][CH2:6][CH2:7][C:8]([OH:10])=[O:9].[OH-].[Na+].[Cl:13][C:14]1[CH:19]=[CH:18][C:17]([S:20](Cl)(=[O:22])=[O:21])=[CH:16][CH:15]=1>O.C(Cl)(Cl)Cl>[Cl:13][C:14]1[CH:19]=[CH:18][C:17]([S:20]([NH:1][CH2:2]/[CH:3]=[CH:4]\[CH2:5][CH2:6][CH2:7][C:8]([OH:10])=[O:9])(=[O:22])=[O:21])=[CH:16][CH:15]=1 |f:1.2|. Procedure: A rapidly stirred solution of (Z)-7-aminohept-5-enoic acid (0.61 g), sodium hydroxide (0.51 g) in water (5 ml) was treated with 4-chlorobenzenesulphonyl chloride (0.9 g) in chloroform (2.5 ml). The solution was stirred for 24 hours then evaporated with chloroform (4×15 ml). The aqueous layer was treated with hydrochloric acid to pH=1 and extracted with chloroform (4×40 ml). These chloroform extracts were combined, dried over magnesium sulphate and evaporated to dryness. The residue was recrystal... Reactants: NC1=C(C(=O)N)C=CC(=C1)Cl (2-amino-4-chlorobenzamide), ClCC(=O)O (monochloroacetic acid), [I-].[Na+] (sodium iodide), [O-2].[Mg+2] (magnesium oxide), C([O-])([O-])=O.[Na+].[Na+] (sodium carbonate). Solvent: CN(C=O)C (dimethylformamide). Conditions: time 2.5 hour. Yields the product C(N)(=O)C1=C(C=C(C=C1)Cl)NCC(=O)O (N-(2-carbamoyl-5-chlorophenyl)glycine). The yield is 43.9%. As a reaction SMILES: [NH2:1][C:2]1[CH:10]=[C:9]([Cl:11])[CH:8]=[CH:7][C:3]=1[C:4]([NH2:6])=[O:5].Cl[CH2:13][C:14]([OH:16])=[O:15].[I-].[Na+].[O-2].[Mg+2].C(=O)([O-])[O-].[Na+].[Na+]>CN(C)C=O>[C:4]([C:3]1[CH:7]=[CH:8][C:9]([Cl:11])=[CH:10][C:2]=1[NH:1][CH2:13][C:14]([OH:16])=[O:15])(=[O:5])[NH2:6] |f:2.3,4.5,6.7.8|. Reported procedure: To a mixture of 0.34 g of 2-amino-4-chlorobenzamide, 0.57 g of monochloroacetic acid, 0.90 g of sodium iodide and 0.24 g of magnesium oxide was added 2 ml of dimethylformamide and the mixture was stirred at a temperature between 90° and 100° C. for 2.5 hours. After cooling, the reaction mixture was poured into 50 ml of a 2.6% aqueous sodium carbonate solution. The resulting precipitates were filtered off and the filtrate was extracted with 50 ml of chloroform. The aqueous layer was acidified wit... Starting materials: NCC1=C(C=C(C=C1)S(=O)(=O)NC(C)(C)C)C (4-Aminomethyl-N-tert-butyl-3-methyl-benzenesulfonamide), [H-].[Al+3].[Li+].[H-].[H-].[H-] (lithium aluminium hydride), BrC1=CC(=C(C=C1)S(=O)(=O)Cl)Cl (4-bromo-2-chlorobenzene-1-sulfonyl chloride), CN1CCCC1=O (NMP). Reagents/catalysts: C1=CC=C(C=C1)P([C-]2C=CC=C2)C3=CC=CC=C3.C1=CC=C(C=C1)P([C-]2C=CC=C2)C3=CC=CC=C3.Cl[Pd]Cl.[Fe+2] (Pd(dppf)Cl2). Solvent: C1CCOC1 (THF). Conditions: temperature 150 celsius, time 30 minute. Yields the product NCC1=CC(=C(C=C1)S(=O)(=O)NC(C)(C)C)Cl (4-Aminomethyl-N-tert-butyl-2-chloro-benzenesulfonamide). As a reaction SMILES: [NH2:1][CH2:2][C:3]1[CH:8]=[CH:7][C:6]([S:9]([NH:12][C:13]([CH3:16])([CH3:15])[CH3:14])(=[O:11])=[O:10])=[CH:5][C:4]=1C.BrC1C=CC(S([Cl:28])(=O)=O)=C(Cl)C=1.CN1C(=O)CCC1.[H-].[Al+3].[Li+].[H-].[H-].[H-]>C1COCC1.C1C=CC(P(C2C=CC=CC=2)[C-]2C=CC=C2)=CC=1.C1C=CC(P(C2C=CC=CC=2)[C-]2C=CC=C2)=CC=1.Cl[Pd]Cl.[Fe+2]>[NH2:1][CH2:2][C:3]1[CH:8]=[CH:7][C:6]([S:9]([NH:12][C:13]([CH3:16])([CH3:15])[CH3:14])(=[O:11])=[O:10])=[C:5]([Cl:28])[CH:4]=1 |f:3.4.5.6.7.8,10.11.12.13|. Procedure: 4-Aminomethyl-N-tert-butyl-2-chloro-benzenesulfonamide was synthesized in a manner analogous to 4-Aminomethyl-N-tert-butyl-3-methyl-benzenesulfonamide in Example 4, using 4-bromo-2-chlorobenzene-1-sulfonyl chloride in place of 4-bromo-3-methylbenzene-1-sulfonyl chloride. In the second step NMP was used as the solvent, Pd(dppf)Cl2 alone was used as catalyst and the reaction mixture was stirred at 150° C. for 30 min, then heated at 120° C. overnight. Reduction of the cyano group to aminomethyl gro... Reactants: CC(=O)O, COCCOC, Cc1cc(Nc2cc3ccccc3c(Cl)n2)n[nH]1, [H-], [Na+], Sc1ccccc1. The product is Cc1cc(Nc2cc3ccccc3c(Sc3ccccc3)n2)n[nH]1. As a reaction SMILES: [CH3:28][C:29](=[O:30])[OH:31].[CH3:32][O:33][CH2:34][CH2:35][O:36][CH3:37].[Cl:10][c:11]1[n:12][c:13]([NH:21][c:22]2[n:23][nH:24][c:25]([CH3:27])[cH:26]2)[cH:14][c:15]2[cH:16][cH:17][cH:18][cH:19][c:20]12.[H-:2].[Na+:1].[SH:3][c:4]1[cH:5][cH:6][cH:7][cH:8][cH:9]1>>[S:3]([c:4]1[cH:5][cH:6][cH:7][cH:8][cH:9]1)[c:11]1[n:12][c:13]([NH:21][c:22]2[n:23][nH:24][c:25]([CH3:27])[cH:26]2)[cH:14][c:15]2[cH:16][cH:17][cH:18][cH:19][c:20]12. Starting materials: BrC=1C=C2C(=NC1)NC(=C2)C (5-bromo-2-methyl-1H-pyrrolo[2,3-b]pyridine), B1(OC(C(O1)(C)C)(C)C)B2OC(C(O2)(C)C)(C)C (bis(pinacolato)diboron), ClCCl (dichloromethane), C(C)(=O)[O-].[K+] (potassium acetate), BrC=1SC2=C(N1)C=C(C(=C2C2=CC=C(C=C2)Cl)[C@@H](C(=O)OCC)OC(C)(C)C)C ((S)-ethyl 2-(2-bromo-7-(4-chlorophenyl)-5-methylbenzo[d]thiazol-6-yl)-2-tert-butoxyacetate), C(=O)([O-])[O-].[K+].[K+] (K2CO3). Reagents/catalysts: C=1C=CC(=CC1)[P](C=2C=CC=CC2)(C=3C=CC=CC3)[Pd]([P](C=4C=CC=CC4)(C=5C=CC=CC5)C=6C=CC=CC6)([P](C=7C=CC=CC7)(C=8C=CC=CC8)C=9C=CC=CC9)[P](C=1C=CC=CC1)(C=1C=CC=CC1)C=1C=CC=CC1 (tetrakis(triphenylphosphine)palladium(0)). Solvent: O1CCOCC1 (dioxane), O (water). Run at temperature 100 celsius. Product: C(C)(C)(C)O[C@H](C(=O)OCC)C1=C(C2=C(N=C(S2)C=2C=C3C(=NC2)NC(=C3)C)C=C1C)C1=CC=C(C=C1)Cl ((S)-ethyl 2-tert-butoxy-2-(7-(4-chlorophenyl)-5-methyl-2-(2-methyl-1H-pyrrolo[2,3-b]pyridin-5-yl)benzo[d]thiazol-6-yl)acetate). As a reaction SMILES: Br[C:2]1[CH:3]=[C:4]2[CH:10]=[C:9]([CH3:11])[NH:8][C:5]2=[N:6][CH:7]=1.B1(B2OC(C)(C)C(C)(C)O2)OC(C)(C)C(C)(C)O1.ClCCl.C([O-])(=O)C.[K+].Br[C:39]1[S:40][C:41]2[C:47]([C:48]3[CH:53]=[CH:52][C:51]([Cl:54])=[CH:50][CH:49]=3)=[C:46]([C@H:55]([O:61][C:62]([CH3:65])([CH3:64])[CH3:63])[C:56]([O:58][CH2:59][CH3:60])=[O:57])[C:45]([CH3:66])=[CH:44][C:42]=2[N:43]=1.C([O-])([O-])=O.[K+].[K+]>O1CCOCC1.C1C=CC([P]([Pd]([P](C2C=CC=CC=2)(C2C=CC=CC=2)C2C=CC=CC=2)([P](C2C=CC=CC=2)(C2C=CC=CC=2)C2C=CC=CC=2)[P](C2C=CC=CC=2)(C2C=CC=CC=2)C2C=CC=CC=2)(C2C=CC=CC=2)C2C=CC=CC=2)=CC=1.O>[C:62]([O:61][C@@H:55]([C:46]1[C:45]([CH3:66])=[CH:44][C:42]2[N:43]=[C:39]([C:2]3[CH:3]=[C:4]4[CH:10]=[C:9]([CH3:11])[NH:8][C:5]4=[N:6][CH:7]=3)[S:40][C:41]=2[C:47]=1[C:48]1[CH:49]=[CH:50][C:51]([Cl:54])=[CH:52][CH:53]=1)[C:56]([O:58][CH2:59][CH3:60])=[O:57])([CH3:63])([CH3:64])[CH3:65] |f:3.4,6.7.8,^1:82,84,103,122|. Procedure: To a solution of 5-bromo-2-methyl-1H-pyrrolo[2,3-b]pyridine (85 mg, 0.403 mmol) in dioxane (4 mL) was added bis(pinacolato)diboron (123 mg, 0.483 mmol), [1,1′-bis(diphenylphosphino)ferrocene]dichloropalladium(II) complex with dichloromethane (33 mg, 0.040 mmol), potassium acetate (120 mg, 1.21 mmol). The mixture was degassed and heated at 100° C. for 2 h. The mixture was cooled, and then added (S)-ethyl 2-(2-bromo-7-(4-chlorophenyl)-5-methylbenzo[d]thiazol-6-yl)-2-tert-butoxyacetate (100 mg, 0.2... Starting materials: ClC=1C=C(C(=O)OC2SC(=C(NC2=O)C)C2=CC=NC=C2)C=CC1 (2-(3-Chlorobenzoyloxy)-5-methyl-6-(4-pyridinyl)-2H-1,4-thiazin-3(4H)-one), N1CCCCC1 (piperidine), resultant compound, Cl (hydrochloric acid). Yields the product Cl.CC=1NC(C(SC1C1=CC=NC=C1)N1CCCCC1)=O (5-methyl-2-piperidino-6-(4-pyridinyl)-2H-1,4-thiazin-3(4H)-one hydrochloride). As a reaction SMILES: [Cl:1]C1C=C(C=CC=1)C(O[CH:8]1[C:13](=[O:14])[NH:12][C:11]([CH3:15])=[C:10]([C:16]2[CH:21]=[CH:20][N:19]=[CH:18][CH:17]=2)[S:9]1)=O.[NH:25]1[CH2:30][CH2:29][CH2:28][CH2:27][CH2:26]1.Cl>>[ClH:1].[CH3:15][C:11]1[NH:12][C:13](=[O:14])[CH:8]([N:25]2[CH2:30][CH2:29][CH2:28][CH2:27][CH2:26]2)[S:9][C:10]=1[C:16]1[CH:17]=[CH:18][N:19]=[CH:20][CH:21]=1 |f:3.4|. Reported procedure: 2-(3-Chlorobenzoyloxy)-5-methyl-6-(4-pyridinyl)-2H-1,4-thiazin-3(4H)-one and piperidine were reacted. The resultant compound was added with hydrochloric acid and was recrystallized from ethanol to give the titled compound as yellowish brown crystals. Reactants: C(C)OC(O[C@@H]1C=C[C@@H](C1)N1C2=NC(=NC(=C2N=C1)Cl)Cl)=O (carbonic acid (1S,4R)-4-(2,6-dichloro-purin-9-yl)-cyclopent-2-enyl ester ethyl ester), ClC1=NC(=C2N=CN(C2=N1)[C@H]1[C@@H]([C@@H]([C@H](C1)N1N=C(N=N1)CC)O)O)NCC(C1=CC=CC=C1)C1=CC=CC=C1 ((1R,2S,3R,5S)-3-[2-chloro-6-(2,2-diphenyl-ethylamino)-purin-9-yl]-5-(5-ethyl-tetrazol-2-yl)-cyclopentane-1,2-diol), NCC(C1=CC=C(C=C1)O)C1=CC=C(C=C1)O (4,4′-(2-aminoethylidene)bis-phenol). The product is OC1=CC=C(C=C1)C(CNC1=C2N=CN(C2=NC(=N1)Cl)[C@H]1[C@@H]([C@@H]([C@H](C1)N1N=C(N=N1)CC)O)O)C1=CC=C(C=C1)O ((1R,2S,3R,5S)-3-{6-[2,2-Bis-(4-hydroxy-phenyl)-ethylamino]-2-chloro-purin-9-yl}-5-(5-ethyl-tetrazol-2-yl)-cyclopentane-1,2-diol). Reaction SMILES: C(OC(=O)O[C@H]1C[C@@H](N2C=NC3C2=NC(Cl)=NC=3Cl)C=C1)C.[Cl:23][C:24]1[N:32]=[C:31]2[C:27]([N:28]=[CH:29][N:30]2[C@@H:33]2[CH2:37][C@H:36]([N:38]3[N:42]=[N:41][C:40]([CH2:43][CH3:44])=[N:39]3)[C@@H:35]([OH:45])[C@H:34]2[OH:46])=[C:26](NCC(C2C=CC=CC=2)C2C=CC=CC=2)[N:25]=1.[NH2:62][CH2:63][CH:64]([C:72]1[CH:77]=[CH:76][C:75]([OH:78])=[CH:74][CH:73]=1)[C:65]1[CH:70]=[CH:69][C:68]([OH:71])=[CH:67][CH:66]=1>>[OH:78][C:75]1[CH:76]=[CH:77][C:72]([CH:64]([C:65]2[CH:66]=[CH:67][C:68]([OH:71])=[CH:69][CH:70]=2)[CH2:63][NH:62][C:26]2[N:25]=[C:24]([Cl:23])[N:32]=[C:31]3[C:27]=2[N:28]=[CH:29][N:30]3[C@@H:33]2[CH2:37][C@H:36]([N:38]3[N:42]=[N:41][C:40]([CH2:43][CH3:44])=[N:39]3)[C@@H:35]([OH:45])[C@H:34]2[OH:46])=[CH:73][CH:74]=1. Reported procedure: This compound is prepared from carbonic acid (1S,4R)-4-(2,6-dichloro-purin-9-yl)-cyclopent-2-enyl ester ethyl ester (Intermediate AC) using a procedure analogous to that of (1R,2S,3R,5S)-3-[2-chloro-6-(2,2-diphenyl-ethylamino)-purin-9-yl]-5-(5-ethyl-tetrazol-2-yl)-cyclopentane-1,2-diol (Intermediate BA6) by replacing 2,2-diphenylethylamine with 4,4′-(2-aminoethylidene)bis-phenol (second step b). MS (ES+) m/e 578.34 (MH+) Reactants: C(CCCCCCCCCCC)NCCCCCCCCCCCC (di-n-dodecylamine), C(C)(C)(C)C=1C=C(C(=O)Cl)C=C(C1O)C(C)(C)C (3,5-di-t-butyl-4-hydroxybenzoyl chloride). The product is C(CCCCCCCCCCC)N(C(C1=CC(=C(C(=C1)C(C)(C)C)O)C(C)(C)C)=O)CCCCCCCCCCCC (N,N-di-n-dodecyl-3,5-di-t-butyl-4-hydroxybenzamide). Reaction SMILES: [CH2:1]([NH:13][CH2:14][CH2:15][CH2:16][CH2:17][CH2:18][CH2:19][CH2:20][CH2:21][CH2:22][CH2:23][CH2:24][CH3:25])[CH2:2][CH2:3][CH2:4][CH2:5][CH2:6][CH2:7][CH2:8][CH2:9][CH2:10][CH2:11][CH3:12].[C:26]([C:30]1[CH:31]=[C:32]([CH:36]=[C:37]([C:40]([CH3:43])([CH3:42])[CH3:41])[C:38]=1[OH:39])[C:33](Cl)=[O:34])([CH3:29])([CH3:28])[CH3:27]>>[CH2:14]([N:13]([CH2:1][CH2:2][CH2:3][CH2:4][CH2:5][CH2:6][CH2:7][CH2:8][CH2:9][CH2:10][CH2:11][CH3:12])[C:33](=[O:34])[C:32]1[CH:36]=[C:37]([C:40]([CH3:41])([CH3:42])[CH3:43])[C:38]([OH:39])=[C:30]([C:26]([CH3:29])([CH3:28])[CH3:27])[CH:31]=1)[CH2:15][CH2:16][CH2:17][CH2:18][CH2:19][CH2:20][CH2:21][CH2:22][CH2:23][CH2:24][CH3:25]. Procedure details: In the manner of Example 1, di-n-dodecylamine was reacted with 3,5-di-t-butyl-4-hydroxybenzoyl chloride to produce N,N-di-n-dodecyl-3,5-di-t-butyl-4-hydroxybenzamide; an oil product. When tested by the procedure of Example 2, the sample containing this compound lasted 600 hours, about 2.0 times as long as the control.